Dataset: the Open Reaction Database (ORD), a public repository of structured organic reaction records. Task: describe an organic reaction: reactants, conditions, products, and yield Procedure: To a solution of 4.92 g. of 1-(2-pyrazinyl)piperazine in 50 ml. of anhydrous ether is added dropwise a solution of 4.59 g. of 4-fluorophenyl isothiocyanate in 50 ml. of anhydrous ether with stirring. Stirring is continued for 30 minutes and the resulting solid is collected. This solid is dissolved in a mixture of 200 ml. of ethanol, and 75 ml. of acetone with heat, then concentrated to 200 ml. and cooled giving 7.43 g. of the desired product as a white solid, m.p. 195°-197° C. RXN SMILES: N1C=CN=CC=1[N:7]1[CH2:12][CH2:11][NH:10][CH2:9][CH2:8]1.[F:13][C:14]1[CH:19]=[CH:18][C:17]([N:20]=[C:21]=[S:22])=[CH:16][CH:15]=1>CCOCC>[F:13][C:14]1[CH:19]=[CH:18][C:17]([NH:20][C:21]([N:7]2[CH2:12][CH2:11][NH:10][CH2:9][CH:8]2[C:9]2[CH:8]=[N:7][CH:12]=[CH:11][N:10]=2)=[S:22])=[CH:16][CH:15]=1. Starting materials: N1=C(C=NC=C1)N1CCNCC1 (1-(2-pyrazinyl)piperazine), FC1=CC=C(C=C1)N=C=S (4-fluorophenyl isothiocyanate). The solvent is CCOCC (ether), CCOCC (ether). The product is FC1=CC=C(NC(=S)N2C(CNCC2)C2=NC=CN=C2)C=C1 (4'-Fluoro-(2-pyrazinyl)-1-piperazinethiocarboxanilide). Run at time 30 minute. Reactants: CS(=O)(=O)Cl (methanesulfonyl chloride), CN1C(C2=CC=CC=C2C(=N1)C1=CC=C(C=C1)N)=O (2-methyl-4-(4-aminophenyl)-1-(2H)-phthalazinone), N1=CC=CC=C1 (pyridine), N1=CC=CC=C1 (pyridine), CS(=O)(=O)Cl (methanesulfonyl chloride), Cl (HCl). The solvent is C(Cl)Cl (CH2Cl2), C(Cl)Cl (CH2Cl2). Conditions: time 12 hour. Yields the product CN1C(C2=CC=CC=C2C(=N1)C1=CC=C(C=C1)NS(=O)(=O)C)=O (2-methyl-4-(4-methylsulfonylaminophenyl)-1-(2H)-phthalazinone). Yield: 78.3%. As a reaction SMILES: [CH3:1][N:2]1[N:11]=[C:10]([C:12]2[CH:17]=[CH:16][C:15]([NH2:18])=[CH:14][CH:13]=2)[C:9]2[C:4](=[CH:5][CH:6]=[CH:7][CH:8]=2)[C:3]1=[O:19].N1C=CC=CC=1.[CH3:26][S:27](Cl)(=[O:29])=[O:28].Cl>C(Cl)Cl>[CH3:1][N:2]1[N:11]=[C:10]([C:12]2[CH:17]=[CH:16][C:15]([NH:18][S:27]([CH3:26])(=[O:29])=[O:28])=[CH:14][CH:13]=2)[C:9]2[C:4](=[CH:5][CH:6]=[CH:7][CH:8]=2)[C:3]1=[O:19]. Reported procedure: To a mixture of 2-methyl-4-(4-aminophenyl)-1-(2H)-phthalazinone (8.77 g, 34.9 mmol), CH2Cl2 (300 mL) and pyridine (3.11 mL, 38.4 mmol) at 0° C. was added dropwise methanesulfonyl chloride (2.97 mL, 38.4 mmol) in CH2Cl2 (20 mL) over 15 minutes. The reaction mixture was warmed to room temperature and stirred for 12 hours. Additional pyridine (0.5 mL) and methanesulfonyl chloride (0.5 mL) was added and the mixture was stirred as such for 2 hours. The reaction mixture was poured into 2N HCl, the org... Reactants: [N+](=O)([O-])C1=CC=C(C=C1)SC1=NC=CC=C1 ((4-nitrophenylsulfanyl) pyridine), reduced iron. Run in C(C)(=O)O (acetic acid). Conditions: time 16 hour. Yields the product N1=C(C=CC=C1)SC1=CC=C(N)C=C1 (4-(2-pyridinylsulfanyl) aniline). The yield is 90.4%. Reaction SMILES: [N+:1]([C:4]1[CH:9]=[CH:8][C:7]([S:10][C:11]2[CH:16]=[CH:15][CH:14]=[CH:13][N:12]=2)=[CH:6][CH:5]=1)([O-])=O>C(O)(=O)C>[N:12]1[CH:13]=[CH:14][CH:15]=[CH:16][C:11]=1[S:10][C:7]1[CH:8]=[CH:9][C:4]([NH2:1])=[CH:5][CH:6]=1. Procedure details: 2-[(4-nitrophenylsulfanyl) pyridine (8.0 g) was dissolved in acetic acid (64 ml), and reduced iron (24 g) was added to the mixture, and then, the mixture was stirred for 16 hours at room temperature. The mixture was filtered with Celite, washed with ethyl acetate, the solvent was removed under reduced pressure, and the obtained residue was purified by silica gel column chromatography, to give 4-(2-pyridinylsulfanyl) aniline (6.3 g). Starting materials: [H-].[Al+3].[Li+].[H-].[H-].[H-] (Lithium aluminum hydride), CC1=CC=2C3=C(NC2C=C1)CCCNC3=O (9-methyl-2,3,4,5-tetrahydroazepino[4,3-b]indol-1(6H)-one), O1CCOCC1 (1,4-dioxane). Product: CN1CC2=C(NC=3C=CC(=CC23)C)CCC1 (2,9-dimethyl-1,2,3,4,5,6-hexahydroazepino[4,3-b]indole). RXN SMILES: [H-].[Al+3].[Li+].[H-].[H-].[H-].[CH3:7][C:8]1[CH:16]=[CH:15][C:14]2[NH:13][C:12]3[CH2:17][CH2:18][CH2:19][NH:20][C:21](=O)[C:11]=3[C:10]=2[CH:9]=1.O1CCOC[CH2:24]1>>[CH3:24][N:20]1[CH2:19][CH2:18][CH2:17][C:12]2[NH:13][C:14]3[CH:15]=[CH:16][C:8]([CH3:7])=[CH:9][C:10]=3[C:11]=2[CH2:21]1 |f:0.1.2.3.4.5|. Reported procedure: Lithium aluminum hydride (3 g, 78.95 mmol) was placed in 1,4-dioxane (100 mL) under inert atmosphere and 9-methyl-2,3,4,5-tetrahydroazepino[4,3-b]indol-1(6H)-one (3 g, 14.018 mmol) was added, and the mixture heated to reflux for 15 h. The reaction was monitored by TLC. The reaction was quenched with saturated aqueous sodium sulfate at 0° C., and the reaction mixture filtered. The filtrate was dried over anhydrous sodium sulfate and evaporated to dryness to afford solid, which was washed with wat... The reactants are NC[C@H]1N(CCC[C@H]1C)C(=O)C1=NC(=CC=C1N1N=CC=C1)C (((2S,3R)-2-(aminomethyl)-3-methylpiperidin-1-yl)(6-methyl-3-(1H-pyrazol-1-yl)pyridin-2-yl)methanone), BrC1=NC=C(C=C1)Cl (2-bromo-5-chloropyridine). Yields the product ClC=1C=CC(=NC1)NC[C@H]1N(CCC[C@H]1C)C(=O)C1=NC(=CC=C1N1N=CC=C1)C (((2S,3R)-2-(((5-Chloropyridin-2-yl)amino)methyl)-3-methylpiperidin-1-yl)(6-methyl-3-(1H-pyrazol-1-yl)pyridin-2-yl)methanone). As a reaction SMILES: [NH2:1][CH2:2][C@@H:3]1[C@H:8]([CH3:9])[CH2:7][CH2:6][CH2:5][N:4]1[C:10]([C:12]1[C:17]([N:18]2[CH:22]=[CH:21][CH:20]=[N:19]2)=[CH:16][CH:15]=[C:14]([CH3:23])[N:13]=1)=[O:11].Br[C:25]1[CH:30]=[CH:29][C:28]([Cl:31])=[CH:27][N:26]=1>>[Cl:31][C:28]1[CH:29]=[CH:30][C:25]([NH:1][CH2:2][C@@H:3]2[C@H:8]([CH3:9])[CH2:7][CH2:6][CH2:5][N:4]2[C:10]([C:12]2[C:17]([N:18]3[CH:22]=[CH:21][CH:20]=[N:19]3)=[CH:16][CH:15]=[C:14]([CH3:23])[N:13]=2)=[O:11])=[N:26][CH:27]=1. Procedure details: The title compound was prepared following the same general protocol as described for Example A44 using ((2S,3R)-2-(aminomethyl)-3-methylpiperidin-1-yl)(6-methyl-3-(1H-pyrazol-1-yl)pyridin-2-yl)methanone and 2-bromo-5-chloropyridine. MS (ESI) 425 (M+H). Starting materials: FC1=CC2=C(C(=NO2)C2=CC=C(C=C2)OC[C@H]2OC2)C=C1 ((S)-6-fluoro-3-(4-oxiranylmethoxy-phenyl)-benzo[d]isoxazole), N1CCCCC1 (piperidine). Run in CN(C=O)C (dimethylformamide), C(C)O (ethanol). Product: FC1=CC2=C(C(=NO2)C2=CC=C(OC[C@H](CN3CCCCC3)O)C=C2)C=C1 ((S)-1-[4-(6-fluoro-benzo[d]isoxazol-3-yl)-phenoxy]-3-piperidin-1-yl-propan-2-ol). RXN SMILES: [F:1][C:2]1[CH:21]=[CH:20][C:5]2[C:6]([C:9]3[CH:14]=[CH:13][C:12]([O:15][CH2:16][C@@H:17]4[CH2:19][O:18]4)=[CH:11][CH:10]=3)=[N:7][O:8][C:4]=2[CH:3]=1.[NH:22]1[CH2:27][CH2:26][CH2:25][CH2:24][CH2:23]1>CN(C)C=O.C(O)C>[F:1][C:2]1[CH:21]=[CH:20][C:5]2[C:6]([C:9]3[CH:10]=[CH:11][C:12]([O:15][CH2:16][C@@H:17]([OH:18])[CH2:19][N:22]4[CH2:27][CH2:26][CH2:25][CH2:24][CH2:23]4)=[CH:13][CH:14]=3)=[N:7][O:8][C:4]=2[CH:3]=1. Procedure: The title compound is prepared from a mixture of (S)-6-fluoro-3-(4-oxiranylmethoxy-phenyl)-benzo[d]isoxazole in dimethylformamide and piperidine in ethanol essentially as described above in Example 21. Purity by LC/MS=100%, [M+H]+=371. Starting materials: O=C(O)c1cc([N+](=O)[O-])ccc1F, Clc1cccs1. The product is O=C(Cl)c1cc([N+](=O)[O-])ccc1F. Reaction SMILES: [F:1][c:2]1[c:3]([C:4](=[O:5])[OH:6])[cH:7][c:8]([N+:11](=[O:12])[O-:13])[cH:9][cH:10]1.[s:14]1[cH:15][cH:16][cH:17][c:18]1[Cl:19]>>[F:1][c:2]1[c:3]([C:4](=[O:5])[Cl:19])[cH:7][c:8]([N+:11](=[O:12])[O-:13])[cH:9][cH:10]1. Starting materials: BrCCCCOC=1C=C2CCC(NC2=CC1)=O (6-(4-bromobutoxy)-3,4-dihydro-carbostyril), SC1=NC2=CC=CC=C2C(N1)=O (2-mercaptoquinazoline-4-one). The product is N1=C(NC(C2=CC=CC=C12)=O)SCCCCOC=1C=C2CCC(NC2=CC1)=O (6-[4-(2-Quinazolin-4-one-yl-mercapto)-butoxy]-3,4-dihydrocarbostyril). Reaction SMILES: Br[CH2:2][CH2:3][CH2:4][CH2:5][O:6][C:7]1[CH:8]=[C:9]2[C:14](=[CH:15][CH:16]=1)[NH:13][C:12](=[O:17])[CH2:11][CH2:10]2.[SH:18][C:19]1[NH:28][C:27](=[O:29])[C:26]2[C:21](=[CH:22][CH:23]=[CH:24][CH:25]=2)[N:20]=1>>[N:20]1[C:21]2[C:26](=[CH:25][CH:24]=[CH:23][CH:22]=2)[C:27](=[O:29])[NH:28][C:19]=1[S:18][CH2:2][CH2:3][CH2:4][CH2:5][O:6][C:7]1[CH:8]=[C:9]2[C:14](=[CH:15][CH:16]=1)[NH:13][C:12](=[O:17])[CH2:11][CH2:10]2. Procedure: Prepared analogous to Example 1 from 6-(4-bromobutoxy)-3,4-dihydro-carbostyril m.p. 142°-147° C.) and 2-mercaptoquinazoline-4-one. Run in CN(C)C=O (DMF), O (water). As a reaction SMILES: [Br:1][C:2]1[CH:14]=[CH:13][C:12]2[C:11]3[C:6](=[CH:7][C:8]([Br:15])=[CH:9][CH:10]=3)[CH2:5][C:4]=2[CH:3]=1.Br[CH2:17][CH2:18][CH2:19][CH3:20].[OH-].[K+].[I-].[K+]>C1OCCOCCOCCOCCOCCOC1.O.CN(C=O)C>[CH2:17]([C:5]1([CH2:14][CH2:2][CH2:3][CH3:4])[C:4]2[CH:3]=[C:2]([Br:1])[CH:14]=[CH:13][C:12]=2[C:11]2[C:6]1=[CH:7][C:8]([Br:15])=[CH:9][CH:10]=2)[CH2:18][CH2:19][CH3:20] |f:2.3,4.5|. The reagents and catalysts are C1COCCOCCOCCOCCOCCO1 (18-crown-6). Reactants: BrC1=CC=2CC3=CC(=CC=C3C2C=C1)Br (2,7-dibromofluorene), BrCCCC (1-bromobutane), [OH-].[K+] (potassium hydroxide), [I-].[K+] (potassium iodide). The yield is 159.8%. Reported procedure: A mixture of 12.0 g (37 mmol) of 2,7-dibromofluorene 2-7, 12 mL (111 mmol) of 1-bromobutane, 6.3 g (1 mmol) of potassium hydroxide, 0.9 g (6 mmol) of potassium iodide, 0.29 g (1 mmol) of 18-crown-6 and 120 mL of DMF was stirred and heated to 90° C. for overnight under N2. After cooling to room temperature, the solution was poured to cold water and extracted with dichloromethane (3×50 mL). The combined organic layer was washed with water, dried over anhydrous NaSO4, filtered and evaporated to dry... Reaction conditions: temperature 90 celsius. The product is C(CCC)C1(C2=CC(=CC=C2C=2C=CC(=CC12)Br)Br)CCCC (9,9-Bis-(n-butyl)-2,7-dibromofluorene).